From a dataset of the Open Reaction Database (ORD), a public repository of structured organic reaction records. describe an organic reaction: reactants, conditions, products, and yield The reactants are CCOC(=O)c1nn(Cc2ccc(-n3cccn3)cc2)c2c(Cl)cccc2c1=O, COc1ccc(P2(=S)SP(=S)(c3ccc(OC)cc3)S2)cc1, Cc1ccccc1. Yields the product CCOC(=O)c1nn(Cc2ccc(-n3cccn3)cc2)c2c(Cl)cccc2c1=S. As a reaction SMILES: [CH2:1]([CH3:2])[O:3][C:4](=[O:5])[c:6]1[n:7][n:8]([CH2:18][c:19]2[cH:20][cH:21][c:22](-[n:25]3[n:26][cH:27][cH:28][cH:29]3)[cH:23][cH:24]2)[c:9]2[c:10]([Cl:17])[cH:11][cH:12][cH:13][c:14]2[c:15]1=[O:16].[CH3:30][O:31][c:32]1[cH:33][cH:34][c:35]([P:36]2(=[S:39])[S:37][P:38]([c:40]3[cH:41][cH:42][c:43]([O:44][CH3:45])[cH:46][cH:47]3)(=[S:48])[S:49]2)[cH:50][cH:51]1.[CH3:52][c:53]1[cH:54][cH:55][cH:56][cH:57][cH:58]1>>[CH2:1]([CH3:2])[O:3][C:4](=[O:5])[c:6]1[n:7][n:8]([CH2:18][c:19]2[cH:20][cH:21][c:22](-[n:25]3[n:26][cH:27][cH:28][cH:29]3)[cH:23][cH:24]2)[c:9]2[c:10]([Cl:17])[cH:11][cH:12][cH:13][c:14]2[c:15]1=[S:39]. The reactants are CC(=O)O, CO, Nc1n[nH]c2ncnc(Nc3cccc(Cl)c3)c12, O=Cc1ccc[nH]1. The product is Clc1cccc(Nc2ncnc3[nH]nc(N=Cc4ccc[nH]4)c23)c1. RXN SMILES: [CH3:19][C:20](=[O:21])[OH:22].[CH3:30][OH:31].[NH2:1][c:2]1[n:3][nH:4][c:5]2[n:6][cH:7][n:8][c:9]([NH:11][c:12]3[cH:13][c:14]([Cl:18])[cH:15][cH:16][cH:17]3)[c:10]12.[nH:23]1[c:24]([CH:28]=[O:29])[cH:25][cH:26][cH:27]1>>[N:1]([c:2]1[n:3][nH:4][c:5]2[n:6][cH:7][n:8][c:9]([NH:11][c:12]3[cH:13][c:14]([Cl:18])[cH:15][cH:16][cH:17]3)[c:10]12)=[CH:28][c:24]1[nH:23][cH:27][cH:26][cH:25]1. Starting materials: C(C)N1C=2C(C(C(=C1)C(=O)OCC)=O)=CN(N2)C (7-ethyl-4,7-dihydro-2-methyl-4-oxo-2H-pyrazolo[3,4-b]pyridine-5-carboxylic acid, ethyl ester), [OH-].[K+] (potassium hydroxide). Solvent: C(C)O (ethyl alcohol). Yields the product C(C)N1C=2C(C(C(=C1)C(=O)O)=O)=CN(N2)C (7-Ethyl-4,7-dihydro-2-methyl-4-oxo-2H-pyrazolo[3,4-b]pyridine-5-carboxylic acid). Reaction SMILES: [CH2:1]([N:3]1[CH:8]=[C:7]([C:9]([O:11]CC)=[O:10])[C:6](=[O:14])[C:5]2=[CH:15][N:16]([CH3:18])[N:17]=[C:4]12)[CH3:2].[OH-].[K+]>C(O)C>[CH2:1]([N:3]1[CH:8]=[C:7]([C:9]([OH:11])=[O:10])[C:6](=[O:14])[C:5]2=[CH:15][N:16]([CH3:18])[N:17]=[C:4]12)[CH3:2] |f:1.2|. Procedure details: 24.9 g. of 7-ethyl-4,7-dihydro-2-methyl-4-oxo-2H-pyrazolo[3,4-b]pyridine-5-carboxylic acid, ethyl ester (0.1 mol.) are treated with 10 g. of potassium hydroxide in 100 ml. of ethyl alcohol at reflux temperature for 12 hours with stirring. The solvent is removed in vacuo and the crystalline, residual potassium salt is dissolved in 100 ml. of water. After acidifying the solution with acetic acid, 7-ethyl-4,7-dihydro-2-methyl-4-oxo-2H-pyrazolo[3,4-b]pyridine-5-carboxylic acid crystallizes, yield 19... Reactants: C1COCCN1, Nc1ncc(Br)cc1S(=O)(=O)Cl, C1COCCO1, c1ccncc1. The product is Nc1ncc(Br)cc1S(=O)(=O)N1CCOCC1. RXN SMILES: [CH2:13]1[CH2:14][O:15][CH2:16][CH2:17][NH:18]1.[NH2:1][c:2]1[n:3][cH:4][c:5]([Br:12])[cH:6][c:7]1[S:8](=[O:9])(=[O:10])[Cl:11].[O:25]1[CH2:26][CH2:27][O:28][CH2:29][CH2:30]1.[cH:19]1[cH:20][cH:21][n:22][cH:23][cH:24]1>>[NH2:1][c:2]1[n:3][cH:4][c:5]([Br:12])[cH:6][c:7]1[S:8](=[O:9])(=[O:10])[N:18]1[CH2:13][CH2:14][O:15][CH2:16][CH2:17]1. Reactants: C(C)(C)(C)OC(=O)N[C@H](C=O)C[C@@H](C(C)C)CC1=CC(=C(C=C1)OC)OCCCOC (2(S)-(tert-butoxycarbonyl)amino-4(S)-[4-methoxy-3-(3-methoxypropoxy)-benzyl]-5-methyl-hexanal), O1CCCC1 (tetrahydrofuran), [Cl-].[NH4+] (ammonium chloride). Reaction conditions: temperature 55 celsius, time 20 minute. The product is C(C1=CC=CC=C1)OC[C@H](C(C)C)CC([C@H](C[C@@H](C(C)C)CC1=CC(=C(C=C1)OC)OCCCOC)NC(=O)OC(C)(C)C)O (3-(S)-Benzyloxymethyl-6(S)-(tert-butoxycarbonyl)amino-8(S)-[4-methoxy-3-(3-methoxypropoxy)-benzyl]-2,9-dimethyl-decan-5(R,S)-ol), oil. Reaction SMILES: [C:1]([O:5][C:6]([NH:8][C@@H:9]([CH2:12][C@H:13]([CH2:17][C:18]1[CH:23]=[CH:22][C:21]([O:24][CH3:25])=[C:20]([O:26][CH2:27][CH2:28][CH2:29][O:30][CH3:31])[CH:19]=1)[CH:14]([CH3:16])[CH3:15])[CH:10]=[O:11])=[O:7])([CH3:4])([CH3:3])[CH3:2].[Cl-].[NH4+].[O:34]1[CH2:38][CH2:37][CH2:36][CH2:35]1>>[CH2:38]([O:34][CH2:12][C@@H:13]([CH2:17][CH:10]([OH:11])[C@@H:9]([NH:8][C:6]([O:5][C:1]([CH3:4])([CH3:3])[CH3:2])=[O:7])[CH2:12][C@H:13]([CH2:17][C:18]1[CH:23]=[CH:22][C:21]([O:24][CH3:25])=[C:20]([O:26][CH2:27][CH2:28][CH2:29][O:30][CH3:31])[CH:19]=1)[CH:14]([CH3:16])[CH3:15])[CH:14]([CH3:16])[CH3:15])[C:37]1[CH:3]=[CH:1][CH:2]=[CH:35][CH:36]=1 |f:1.2|. Reported procedure: The reaction mixture is stirred for a further 20 minutes at 55° C. and then cooled to 5° C. A solution of 2(S)-(tert-butoxycarbonyl)amino-4(S)-[4-methoxy-3-(3-methoxypropoxy)-benzyl]-5-methyl-hexanal (190 g) in tetrahydrofuran (700 ml) is then added dropwise. The reaction mixture is stirred for a further 3 hours at room temperature, then at 5° C. saturated ammonium chloride solution is added and the mixture is extracted with diethyl ether. The organic phases are concentrated and purified by FC (... Yields the product CCOC(=O)CCCc1cc(C(=O)c2ccc(OC(c3ccc(CC(C)C)cc3)c3ccc(CC(C)C)cc3)cc2)c2ccccn12. Reaction SMILES: [C:49](=[O:50])([O-:51])[O-:52].[CH2:27]([CH:28]([CH3:29])[CH3:30])[c:31]1[cH:32][cH:33][c:34]([CH:37]([Cl:38])[c:39]2[cH:40][cH:41][c:42]([CH2:45][CH:46]([CH3:47])[CH3:48])[cH:43][cH:44]2)[cH:35][cH:36]1.[CH3:55][N:56]([CH3:57])[CH:58]=[O:59].[K+:53].[K+:54].[OH:1][c:2]1[cH:3][cH:4][c:5]([C:6](=[O:7])[c:8]2[cH:9][c:10]([CH2:17][CH2:18][CH2:19][C:20](=[O:21])[O:22][CH2:23][CH3:24])[n:11]3[cH:12][cH:13][cH:14][cH:15][c:16]23)[cH:25][cH:26]1>>[O:1]([c:2]1[cH:3][cH:4][c:5]([C:6](=[O:7])[c:8]2[cH:9][c:10]([CH2:17][CH2:18][CH2:19][C:20](=[O:21])[O:22][CH2:23][CH3:24])[n:11]3[cH:12][cH:13][cH:14][cH:15][c:16]23)[cH:25][cH:26]1)[CH:37]([c:34]1[cH:33][cH:32][c:31]([CH2:27][CH:28]([CH3:29])[CH3:30])[cH:36][cH:35]1)[c:39]1[cH:40][cH:41][c:42]([CH2:45][CH:46]([CH3:47])[CH3:48])[cH:43][cH:44]1. Starting materials: O=C([O-])[O-], CC(C)Cc1ccc(C(Cl)c2ccc(CC(C)C)cc2)cc1, CN(C)C=O, [K+], [K+], CCOC(=O)CCCc1cc(C(=O)c2ccc(O)cc2)c2ccccn12. Starting materials: ClC=1NC(C(=C(N1)Cl)F)CC (2,4-Dichloro-1,6-dihydro-6-ethyl-5-fluoropyrimidine), [Mn](=O)(=O)(=O)[O-].[K+] (potassium permanganate), S(=O)(=O)([O-])S(=O)[O-].[Na+].[Na+] (sodium metabisulphite), Cl (hydrochloric acid). Solvent: O (water), O (water). Product: ClC1=NC(=C(C(=N1)Cl)F)CC (2,4-Dichloro-6-ethyl-5-fluoropyrimidine). As a reaction SMILES: [Cl:1][C:2]1[NH:3][CH:4]([CH2:10][CH3:11])[C:5]([F:9])=[C:6]([Cl:8])[N:7]=1.[Mn]([O-])(=O)(=O)=O.[K+].Cl.S(S([O-])=O)([O-])(=O)=O.[Na+].[Na+]>O>[Cl:1][C:2]1[N:7]=[C:6]([Cl:8])[C:5]([F:9])=[C:4]([CH2:10][CH3:11])[N:3]=1 |f:1.2,4.5.6|. Procedure: To the solution obtained as the product of part (ii) was added a solution of potassium permanganate (23 g) in water (260 ml) over 2 hours, keeping the temperature of the reaction below 20° C. 5N hydrochloric acid (30 ml) was then added followed by a solution of sodium metabisulphite (14 g) in water (42 ml). After decolourisation of the mixture the product was extracted into ethyl acetate (250 ml). The organic layer was then concentrated to give an oil. The oil was partitioned between dichloromet...